describe an organic reaction: reactants, conditions, products, and yield From a dataset of the Open Reaction Database (ORD), a public repository of structured organic reaction records. Starting materials: [Br-], COC(C)(C)C, C1CCOC1, CCCC[P+](c1ccccc1)(c1ccccc1)c1ccccc1, CCOc1ccc(-c2ccc(C=O)[se]2)c(F)c1F, CC(C)(C)[O-], Cl, [K+], O. Product: CCCC=Cc1ccc(-c2ccc(OCC)c(F)c2F)[se]1. Reaction SMILES: [Br-:30].[C:54]([O:55][CH3:56])([CH3:57])([CH3:58])[CH3:59].[CH2:25]1[CH2:26][CH2:27][CH2:28][O:29]1.[CH2:31]([P+:32]([c:33]1[cH:34][cH:35][cH:36][cH:37][cH:38]1)([c:39]1[cH:40][cH:41][cH:42][cH:43][cH:44]1)[c:45]1[cH:46][cH:47][cH:48][cH:49][cH:50]1)[CH2:51][CH2:52][CH3:53].[CH2:7]([CH3:8])[O:9][c:10]1[c:11]([F:24])[c:12]([F:23])[c:13](-[c:16]2[cH:17][cH:18][c:19]([CH:21]=[O:22])[se:20]2)[cH:14][cH:15]1.[CH3:1][C:2]([CH3:3])([O-:4])[CH3:5].[ClH:61].[K+:6].[OH2:60]>>[CH2:7]([CH3:8])[O:9][c:10]1[c:11]([F:24])[c:12]([F:23])[c:13](-[c:16]2[cH:17][cH:18][c:19]([CH:21]=[CH:25][CH2:26][CH2:27][CH3:28])[se:20]2)[cH:14][cH:15]1. Starting materials: CC(C)N, Cn1cnc2cc(Cl)nc(Cl)c2c1=O, C1COCCO1. Yields the product CC(C)Nc1nc(Cl)cc2ncn(C)c(=O)c12. RXN SMILES: [CH3:15][CH:16]([CH3:17])[NH2:18].[Cl:1][c:2]1[n:3][c:4]([Cl:14])[cH:5][c:6]2[n:7][cH:8][n:9]([CH3:13])[c:10](=[O:12])[c:11]12.[O:19]1[CH2:20][CH2:21][O:22][CH2:23][CH2:24]1>>[c:2]1([NH:18][CH:16]([CH3:15])[CH3:17])[n:3][c:4]([Cl:14])[cH:5][c:6]2[n:7][cH:8][n:9]([CH3:13])[c:10](=[O:12])[c:11]12. Starting materials: C1(=CC=C(C=C1)SCC(=C)C)C (3-p-Tolylthio-2-methylpropene), C1CCOC1 (THF), BrBr (Br2). Product: C1(=CC=C(C=C1)SCC(CBr)C)C (3-p-Tolylthio-2-methyl-1-bromopropane). As a reaction SMILES: [C:1]1([CH3:12])[CH:6]=[CH:5][C:4]([S:7][CH2:8][C:9]([CH3:11])=[CH2:10])=[CH:3][CH:2]=1.C1COCC1.[Br:18]Br>>[C:1]1([CH3:12])[CH:2]=[CH:3][C:4]([S:7][CH2:8][CH:9]([CH3:11])[CH2:10][Br:18])=[CH:5][CH:6]=1. Procedure details: 3-p-Tolylthio-2-methylpropene (15 mmol, 2.67 g) was hydroborated with BH3 -THF (5 mmol) at 0°. The brominations were carried out as described in the general procedure. The product was isolated via chromatography; yield 2.67 g (61%); [90% via Br2 reactions]; m.s. 257 and 259 [M-1] (calcd. 258 and 260); NMR (CDCl3) δ 1.0 (d, 3H, --CH3), 1.6 (m, 1H, --CH--), 2.2 (s,2H, ArCH3), 3.4 (m, 2H, --CH2Br), 3.2 (d, 2H, --SCH2), 7.0 (A'2X'2, 4H, ArH). Product: O=C1c2ccc(Br)cc2CCN1CCCc1ccccc1. As a reaction SMILES: [Br:13][CH2:14][CH2:15][CH2:16][c:17]1[cH:18][cH:19][cH:20][cH:21][cH:22]1.[Br:1][c:2]1[cH:3][c:4]2[c:9]([cH:10][cH:11]1)[C:8](=[O:12])[NH:7][CH2:6][CH2:5]2.[H-:24].[Na+:23].[O:26]=[CH:27][N:28]([CH3:29])[CH3:30].[OH2:25]>>[Br:1][c:2]1[cH:3][c:4]2[c:9]([cH:10][cH:11]1)[C:8](=[O:12])[N:7]([CH2:14][CH2:15][CH2:16][c:17]1[cH:18][cH:19][cH:20][cH:21][cH:22]1)[CH2:6][CH2:5]2. The reactants are BrCCCc1ccccc1, O=C1NCCc2cc(Br)ccc21, [H-], [Na+], CN(C)C=O, O.